The task is: describe an organic reaction: reactants, conditions, products, and yield. This data is from the Open Reaction Database (ORD), a public repository of structured organic reaction records. Procedure: Under an atmosphere of protective gas, a solution of 10.89 g (0.107 mol) of trimethylethylenediamine in 50 ml of anhydrous tetrahydrofuran was cooled to −10° C. and admixed dropwise with 66.6 ml of a 1.6 molar solution of n-butyllithium in hexane (0.107 mol). After 10 minutes, 15 g (0.107 mol) of 6-chlorobenzaldehyde in 70 ml of tetrahydrofuran were added dropwise, and the mixture was admixed with a further 0.214 mol of n-butyllithium in hexane (146.8 ml) and stirred at 0° C. for 2.5 hours. The ... Run in O1CCCC1 (tetrahydrofuran), CCCCCC (hexane), O1CCCC1 (tetrahydrofuran), CCCCCC (hexane), O1CCCC1 (tetrahydrofuran). Yields the product C(C=C)C1=C(C=O)C(=CC=C1)Cl (2-Allyl-6-chlorobenzaldehyde). The reactants are C(CCC)[Li] (n-butyllithium), C(CCC)[Li] (n-butyllithium), ClC1=CC=CC=C1C=O (6-chlorobenzaldehyde), C(C=C)Br (allyl bromide), [Cl-].[NH4+] (ammonium chloride), solution, CNCCN(C)C (trimethylethylenediamine), [Cu]C#N (copper(I) cyanide). Conditions: temperature 0 celsius, time 10 minute. Reaction SMILES: CNCCN(C)C.[CH2:8]([Li])[CH2:9][CH2:10]C.[Cl:13][C:14]1[C:19]([CH:20]=[O:21])=[CH:18][CH:17]=[CH:16][CH:15]=1.[Cu]C#N.C(Br)C=C.[Cl-].[NH4+]>O1CCCC1.CCCCCC>[CH2:10]([C:18]1[CH:17]=[CH:16][CH:15]=[C:14]([Cl:13])[C:19]=1[CH:20]=[O:21])[CH:9]=[CH2:8] |f:5.6|.